From a dataset of the Open Reaction Database (ORD), a public repository of structured organic reaction records. describe an organic reaction: reactants, conditions, products, and yield Starting materials: NC1[C@@H]2N(C(=C(CS2)C(C)SC2=NN=NN2)C(=O)O)C1=O (7-amino-3-(1-methyltetrazol-5-ylthiomethyl)-3-cephem-4-carboxylic acid), C(#N)CSCC(=O)[O-] (cyanomethylmercaptoacetate). The product is C(#N)CSCC(=O)NC1[C@@H]2N(C(=C(CS2)C(C)SC2=NN=NN2)C(=O)O)C1=O (7-Cyanomethylmercaptoacetamido-3-(1-methyltetrazol-5-ylthiomethyl)-3-cephem-4-carboxylic acid). RXN SMILES: [NH2:1][CH:2]1[C:20](=[O:21])[N:4]2[C:5]([C:17]([OH:19])=[O:18])=[C:6]([CH:9]([S:11][C:12]3[NH:16][N:15]=[N:14][N:13]=3)[CH3:10])[CH2:7][S:8][C@H:3]12.[C:22]([CH2:24][S:25][CH2:26][C:27]([O-])=[O:28])#[N:23]>>[C:22]([CH2:24][S:25][CH2:26][C:27]([NH:1][CH:2]1[C:20](=[O:21])[N:4]2[C:5]([C:17]([OH:19])=[O:18])=[C:6]([CH:9]([S:11][C:12]3[NH:13][N:14]=[N:15][N:16]=3)[CH3:10])[CH2:7][S:8][C@H:3]12)=[O:28])#[N:23]. Reported procedure: The title compound was prepared by the reaction of 7-amino-3-(1-methyltetrazol-5-ylthiomethyl)-3-cephem-4-carboxylic acid (3.28 g, 10 mmol) and N-hydroxysuccininimidyl cyanomethylmercaptoacetate (3.4 g, 15 mmol) by the procedure of Example 1.